This data is from the Open Reaction Database (ORD), a public repository of structured organic reaction records. The task is: describe an organic reaction: reactants, conditions, products, and yield Starting materials: C1COC2(CCNCC2)O1 (4-Piperidone ethylene ketal), BrC=1SC=CN1 (2-bromothiazole), C([O-])([O-])=O.[Cs+].[Cs+] (caesium carbonate). Solvent: CN(C)C=O (DMF), O (water). Product: C1COC2(CCN(CC2)C=2SC=CN2)O1 ((2-Thiazolyl)-4-piperidone ethylene ketal). Isolated yield 60.8%. Reaction SMILES: [CH2:1]1[O:10][C:4]2([CH2:9][CH2:8][NH:7][CH2:6][CH2:5]2)[O:3][CH2:2]1.Br[C:12]1[S:13][CH:14]=[CH:15][N:16]=1.C(=O)([O-])[O-].[Cs+].[Cs+]>CN(C=O)C.O>[CH2:1]1[O:10][C:4]2([CH2:9][CH2:8][N:7]([C:12]3[S:13][CH:14]=[CH:15][N:16]=3)[CH2:6][CH2:5]2)[O:3][CH2:2]1 |f:2.3.4|. Procedure details: 4-Piperidone ethylene ketal (2.0 ml, 16 mmol), 2-bromothiazole (2.68 g) and caesium carbonate (8.9 g) in DMF (20 ml) were heated at 90°-100° C. for 16 h . The cooled mixture was diluted with water, extracted twice with ether, the ether layers washed with water six times, dried over sodium sulphate and evaporated. The residue was purified by flash chromatography on silica eluting with 50% ether/hexane to afford the title compound as a pale yellow oil (2.2 g), MS (+EI) 226 (M+), 1H NMR (CDCl3) 7.1... Starting materials: [OH-].[K+] (potassium hydroxide), COC(=O)[C@H]1CN(C)[C@@H]2CC3=C(NC4=CC=CC(C2=C1)=C34)Br (2-bromolysergic acid methyl ester), Cl (hydrochloric acid). Solvent: C(C)O (ethanol). Reaction conditions: temperature 80 celsius, time 1 hour. Product: BrC1=C2C[C@H]3N(C[C@H](C(O)=O)C=C3C=3C=CC=C(N1)C32)C (2-bromolysergic acid). Reaction SMILES: [OH-].[K+].C[O:4][C:5]([C@@H:7]1[CH:22]=[C:21]2[C@@H:11]([CH2:12][C:13]3[C:23]4[C:16](=[CH:17][CH:18]=[CH:19][C:20]2=4)[NH:15][C:14]=3[Br:24])[N:9]([CH3:10])[CH2:8]1)=[O:6].Cl>C(O)C>[Br:24][C:14]1[NH:15][C:16]2[C:23]3[C:13]=1[CH2:12][C@@H:11]1[C:21]([C:20]=3[CH:19]=[CH:18][CH:17]=2)=[CH:22][C@@H:7]([C:5](=[O:4])[OH:6])[CH2:8][N:9]1[CH3:10] |f:0.1|. Procedure details: 20 ml of 20% aqueous potassium hydroxide solution are added to the solution of 1 g of 2-bromolysergic acid methyl ester in 6 ml of ethanol, then the solution is stirred in a bath of 80° C. for one hour. The pH value of the solution cooled down is adjusted to 7 by adding aqueous hydrochloric acid. The crystalline precipitate obtained on cooling is filtered off, washed with water and dried to give the title compound in a yield of 0.5 g (0.0014 mole, 50%). Starting materials: OC1=CC=C(C=C1)CCC(=O)O (3-(4-Hydroxyphenyl)propionic acid), Cl.C(C)OC(CN)=O (glycine ethyl ester hydrochloride), C1=CN(C=N1)C(=O)N2C=CN=C2 (CDI). Solvent: CCN(CC)CC (Et3N). Yields the product C(C)OC(CNC(CCC1=CC=C(C=C1)O)=O)=O (3-(4-Hydroxyphenyl)propanoyl glycine ethyl ester). RXN SMILES: [OH:1][C:2]1[CH:7]=[CH:6][C:5]([CH2:8][CH2:9][C:10]([OH:12])=O)=[CH:4][CH:3]=1.Cl.[CH2:14]([O:16][C:17](=[O:20])[CH2:18][NH2:19])[CH3:15].C1N=CN(C(N2C=NC=C2)=O)C=1>CCN(CC)CC>[CH2:14]([O:16][C:17](=[O:20])[CH2:18][NH:19][C:10](=[O:12])[CH2:9][CH2:8][C:5]1[CH:4]=[CH:3][C:2]([OH:1])=[CH:7][CH:6]=1)[CH3:15] |f:1.2|. Procedure details: 3-(4-Hydroxyphenyl)propionic acid (2.49 g, 15 mmol) was reacted with glycine ethyl ester hydrochloride in the presence of CDI and Et3N as described in Example 21 Part A. After removal of the solvent the residue was dissolved in CHCl3 and washed with 1N HCl, saturated NaHCO3 solution and saturated NaCl solution. After drying (MgSO4) and removal of the solvent in vacuo crude title ester remained (2.44 g) as a viscous oil. NMR indicated this contained a major impurity but it was used without furthe...